This data is from the Open Reaction Database (ORD), a public repository of structured organic reaction records. The task is: describe an organic reaction: reactants, conditions, products, and yield Reactants: COC(C[C@@H]1COC2=C1C=CC(=C2)O)=O (methyl((3S)-6-hydroxy-2,3-dihydro-1-benzofuran-3-yl)acetate), BrN1C(CCC1=O)=O (N-bromosuccinimide). The solvent is C1CCOC1 (THF). Conditions: time 1.5 day. Yields the product COC(C[C@@H]1COC2=C1C=C(C(=C2)O)Br)=O (Methyl((3S)-5-bromo-6-hydroxy-2,3-dihydro-1-benzofuran-3-yl)acetate). Isolated yield 99.9%. Reaction SMILES: [CH3:1][O:2][C:3](=[O:15])[CH2:4][C@H:5]1[C:9]2[CH:10]=[CH:11][C:12]([OH:14])=[CH:13][C:8]=2[O:7][CH2:6]1.[Br:16]N1C(=O)CCC1=O>C1COCC1>[CH3:1][O:2][C:3](=[O:15])[CH2:4][C@H:5]1[C:9]2[CH:10]=[C:11]([Br:16])[C:12]([OH:14])=[CH:13][C:8]=2[O:7][CH2:6]1. Procedure: To a mixture of methyl((3S)-6-hydroxy-2,3-dihydro-1-benzofuran-3-yl)acetate (10 g) in THF (dry) (192 mL) was added N-bromosuccinimide (8.55 g) at 0° C. The mixture was gradually warmed to room temperature and stirred at room temperature for 1.5 day. The mixture was quenched with saturated aqueous NaHCO3 and extracted with EtOAc. The combined organic layer was washed with brine, dried over MgSO4, and concentrated in vacuo. The residue was purified by silica gel column chromatography (EtOAc/hexane... Starting materials: NC=1SC(=C(N1)C1=CC=CC=C1)C1=CC=CC=C1 (2-amino-4,5-diphenylthiazole), FC(C1=CC=C(C=C1)S(=O)(=O)Cl)(F)F (4-trifluoromethylbenzenesulfonyl chloride), ice water. The solvent is N1=CC=CC=C1 (pyridine). Yields the product FC(C1=CC=C(C=C1)S(=O)(=O)NC=1SC(=C(N1)C1=CC=CC=C1)C1=CC=CC=C1)(F)F (2-(4-trifluoromethylbenzenesulfonyl)amino-4,5-diphenylthiazole). The yield is 12.0%. Reaction SMILES: [NH2:1][C:2]1[S:3][C:4]([C:13]2[CH:18]=[CH:17][CH:16]=[CH:15][CH:14]=2)=[C:5]([C:7]2[CH:12]=[CH:11][CH:10]=[CH:9][CH:8]=2)[N:6]=1.[F:19][C:20]([F:32])([F:31])[C:21]1[CH:26]=[CH:25][C:24]([S:27](Cl)(=[O:29])=[O:28])=[CH:23][CH:22]=1>N1C=CC=CC=1>[F:32][C:20]([F:19])([F:31])[C:21]1[CH:22]=[CH:23][C:24]([S:27]([NH:1][C:2]2[S:3][C:4]([C:13]3[CH:14]=[CH:15][CH:16]=[CH:17][CH:18]=3)=[C:5]([C:7]3[CH:12]=[CH:11][CH:10]=[CH:9][CH:8]=3)[N:6]=2)(=[O:29])=[O:28])=[CH:25][CH:26]=1. Procedure: 3.12 g of 2-amino-4,5-diphenylthiazole and 2.44 g of 4-trifluoromethylbenzenesulfonyl chloride were stirred in pyridine at room temperature for 4.5 hours. Then the reaction mixture was poured into ice-water and the crystals thus precipitated were recovered by filtration and recrystallized from isopropyl ether/ethyl acetate to give 0.55 g of 2-(4-trifluoromethylbenzenesulfonyl)amino-4,5-diphenylthiazole. The melting point of this product was from 248° to 249° C. RXN SMILES: [CH:1]1([CH:7]([NH:19][C:20]2[CH:25]=[CH:24][C:23]([C:26]([N:28]([CH3:36])[CH2:29][CH2:30][C:31]([O:33][CH2:34][CH3:35])=[O:32])=[O:27])=[CH:22][CH:21]=2)[C:8]2[O:9][C:10]3[CH:17]=[CH:16][C:15]([OH:18])=[CH:14][C:11]=3[C:12]=2[CH3:13])[CH2:6][CH2:5][CH2:4][CH2:3][CH2:2]1.[N:37]1[CH:42]=[CH:41][C:40]([CH2:43]O)=[CH:39][CH:38]=1.C(P(CCCC)CCCC)CCC.N(C(N1CCCCC1)=O)=NC(N1CCCCC1)=O>O1CCCC1>[CH:1]1([CH:7]([NH:19][C:20]2[CH:21]=[CH:22][C:23]([C:26]([N:28]([CH3:36])[CH2:29][CH2:30][C:31]([O:33][CH2:34][CH3:35])=[O:32])=[O:27])=[CH:24][CH:25]=2)[C:8]2[O:9][C:10]3[CH:17]=[CH:16][C:15]([O:18][CH2:43][C:40]4[CH:41]=[CH:42][N:37]=[CH:38][CH:39]=4)=[CH:14][C:11]=3[C:12]=2[CH3:13])[CH2:6][CH2:5][CH2:4][CH2:3][CH2:2]1. The product is C1(CCCCC1)C(C=1OC2=C(C1C)C=C(C=C2)OCC2=CC=NC=C2)NC2=CC=C(C=C2)C(=O)N(CCC(=O)OCC)C (ethyl 3-[{[4-({cyclohexyl[3-methyl-5-(pyridin-4-ylmethoxy)-1-benzofuran-2-yl]methyl}amino)phenyl]carbonyl}(methyl)amino]propanoate). The reactants are N1=CC=C(C=C1)CO (4-pyridinemethanol), C(CCC)P(CCCC)CCCC (tributylphosphine), N(=NC(=O)N1CCCCC1)C(=O)N1CCCCC1 (1,1′-(azodicarbonyl)dipiperidine), C1(CCCCC1)C(C=1OC2=C(C1C)C=C(C=C2)O)NC2=CC=C(C=C2)C(=O)N(CCC(=O)OCC)C (Ethyl 3-{[(4-{[cyclohexyl(5-hydroxy-3-methyl-1-benzofuran-2-yl)methyl]amino}phenyl)carbonyl](methyl)amino}propanoate). The solvent is O1CCCC1 (tetrahydrofuran). Procedure details: Ethyl 3-{[(4-{[cyclohexyl(5-hydroxy-3-methyl-1-benzofuran-2-yl)methyl]amino}phenyl)carbonyl](methyl)amino}propanoate (0.23 g) synthesized in Example A155(1) was dissolved in tetrahydrofuran (5 mL), and 4-pyridinemethanol (62 mg), tributylphosphine (0.21 mL) and 1,1′-(azodicarbonyl)dipiperidine (0.21 g) were added to the solution under ice-cooling. The ice bath was removed, the reaction mixture was stirred at room temperature for 12 hr, then hexane (5 mL) was added to the mixture, and the precipi... Reaction conditions: time 12 hour. Yield: 66.0%. Starting materials: CCCO, Cc1ccc(CO)cc1I, [Na+], [Na+], O=C([O-])[O-], CC(=O)[O-], CC(=O)[O-], O, OB(O)c1ccccc1, [Pd+2], c1ccc(P(c2ccccc2)c2ccccc2)cc1. Yields the product Cc1ccc(CO)cc1-c1ccccc1. RXN SMILES: [CH2:45]([OH:46])[CH2:47][CH3:48].[I:1][c:2]1[cH:3][c:4]([CH2:9][OH:10])[cH:5][cH:6][c:7]1[CH3:8].[Na+:39].[Na+:40].[O-:41][C:42](=[O:43])[O-:44].[O-:50][C:51]([CH3:52])=[O:53].[O-:54][C:55]([CH3:56])=[O:57].[OH2:58].[OH:11][B:12]([OH:13])[c:14]1[cH:15][cH:16][cH:17][cH:18][cH:19]1.[Pd+2:49].[c:20]1([P:21]([c:22]2[cH:23][cH:24][cH:25][cH:26][cH:27]2)[c:28]2[cH:29][cH:30][cH:31][cH:32][cH:33]2)[cH:34][cH:35][cH:36][cH:37][cH:38]1>>[c:2]1(-[c:14]2[cH:15][cH:16][cH:17][cH:18][cH:19]2)[cH:3][c:4]([CH2:9][OH:10])[cH:5][cH:6][c:7]1[CH3:8]. The reactants are C(C)OC([C@@H](NC(C1=C(C=CC=C1Cl)Cl)=O)CC1=CC=C(C=C1)C1=C(C=C(C=C1OC)COCC)OC)=O (N-(2,6-Dichlorobenzoyl)-4-(2,6-dimethoxy-4-ethoxymethylphenyl)-L-phenylalanine ethyl ester), C(Br)(Br)(Br)Br (CBr4), Example 3-(3), C1=CC=C(C=C1)P(C2=CC=CC=C2)C3=CC=CC=C3 (PPh3). Run in C(Cl)Cl (CH2Cl2). Reaction conditions: time 3 hour. The product is C(C)OC([C@@H](NC(C1=C(C=CC=C1Cl)Cl)=O)CC1=CC=C(C=C1)C1=C(C=C(C=C1OC)CBr)OC)=O (N-(2,6-dichlorobenzoyl)-4-(2,6-dimethoxy-4-bromomethylphenyl)-L-phenylalanine ethyl ester). RXN SMILES: [CH2:1]([O:3][C:4](=[O:38])[C@H:5]([CH2:17][C:18]1[CH:23]=[CH:22][C:21]([C:24]2[C:29]([O:30][CH3:31])=[CH:28][C:27]([CH2:32]OCC)=[CH:26][C:25]=2[O:36][CH3:37])=[CH:20][CH:19]=1)[NH:6][C:7](=[O:16])[C:8]1[C:13]([Cl:14])=[CH:12][CH:11]=[CH:10][C:9]=1[Cl:15])[CH3:2].C1C=CC(P(C2C=CC=CC=2)C2C=CC=CC=2)=CC=1.C(Br)(Br)(Br)[Br:59]>C(Cl)Cl>[CH2:1]([O:3][C:4](=[O:38])[C@H:5]([CH2:17][C:18]1[CH:23]=[CH:22][C:21]([C:24]2[C:29]([O:30][CH3:31])=[CH:28][C:27]([CH2:32][Br:59])=[CH:26][C:25]=2[O:36][CH3:37])=[CH:20][CH:19]=1)[NH:6][C:7](=[O:16])[C:8]1[C:13]([Cl:14])=[CH:12][CH:11]=[CH:10][C:9]=1[Cl:15])[CH3:2]. Reported procedure: To a solution of the product obtained in Example 1 -(5) or Reference Example 3-(3) (3.0 g) in CH2Cl2 (80 ml) containing PPh3 (1.77 g) was added CBr4 (2.8 g) at 0° C. The mixture was stirred at room temperature for 3 hours and evaporated. The residue was purified by: column chromatography (silica gel; eluent:AcOEt/n-hexane 1:1) to yield N-(2,6-dichlorobenzoyl)-4-(2,6-dimethoxy-4-bromomethylphenyl)-L-phenylalanine ethyl ester (3.15 g). IR (Nujol) 1731, 1654 cm−1; MS (APCI) m/z 59.6 (M+H). The reactants are Cl (HCl), ClC1=CC=C(C=C1)CCNC(=O)C1CCCCC1 (N-[2-(4-chlorophenyl)ethyl]cyclohexanecarboxamide), Ferric chloride, C(C(=O)Cl)(=O)Cl (oxalyl chloride). Solvent: ClCCCl (1,2-dichloroethane). Reaction conditions: time 1 hour. Product: ClC1=CC=C2CCN3C(C2=C1)(OC(C3=O)=O)C3CCCCC3 (9-chloro-10b-cyclohexyl-6,10b-dihydro-5H-[1,3]oxazolo[2,3-a]isoquinoline-2,3-dione). As a reaction SMILES: [Cl:1][C:2]1[CH:7]=[CH:6][C:5]([CH2:8][CH2:9][NH:10][C:11]([CH:13]2[CH2:18][CH2:17][CH2:16][CH2:15][CH2:14]2)=[O:12])=[CH:4][CH:3]=1.[C:19](Cl)(=[O:23])[C:20](Cl)=[O:21].Cl>ClCCCl>[Cl:1][C:2]1[CH:3]=[C:4]2[C:5]([CH2:8][CH2:9][N:10]3[C:20](=[O:21])[C:19](=[O:23])[O:12][C:11]32[CH:13]2[CH2:18][CH2:17][CH2:16][CH2:15][CH2:14]2)=[CH:6][CH:7]=1. Procedure details: N-[2-(4-chlorophenyl)ethyl]cyclohexanecarboxamide (2.03 g) was dissolved in 1,2-dichloroethane (15 mL), and oxalyl chloride (0.8 mL) was added thereto under ice-cooling. The reaction mixture was stirred at room temperature for 1 hour and then cooled to −20° C. Ferric chloride (1.49 g) was added to the mixture, followed by stirring at room temperature for 16 hours. An aqueous 1 M HCl solution was added to the mixture which was then stirred at room temperature for 30 minutes, followed by extractio...